From a dataset of the Open Reaction Database (ORD), a public repository of structured organic reaction records. describe an organic reaction: reactants, conditions, products, and yield Starting materials: C(C1=CC=CC=C1)OC=1C=C(C2=C(NC(CO2)=O)C1)C(C(O)OCC)=O (6-benzyloxy-8-(2-ethoxy-2-hydroxy-acetyl)-4H-benzo[1,4]oxazin-3-one), CC(CC1=CC=C(C=C1)OC(F)(F)F)(C)N (1,1-dimethyl-2-(4-trifluoromethoxy-phenyl)-ethylamine), FC(C(=O)[O-])(F)F (trifluoroacetate). The product is CC(CC1=CC=C(C=C1)OC(F)(F)F)(C)NCC(O)C1=CC(=CC=2NC(COC21)=O)O (8-{2-[1,1-dimethyl-2-(4-trifluoromethoxy-phenyl)-ethylamino]-1-hydroxy-ethyl}-6-hydroxy-4H-benzo[1,4]oxazin-3-one). RXN SMILES: C([O:8][C:9]1[CH:10]=[C:11]([C:20](=[O:26])[CH:21](OCC)O)[C:12]2[O:17][CH2:16][C:15](=[O:18])[NH:14][C:13]=2[CH:19]=1)C1C=CC=CC=1.[CH3:27][C:28]([NH2:42])([CH3:41])[CH2:29][C:30]1[CH:35]=[CH:34][C:33]([O:36][C:37]([F:40])([F:39])[F:38])=[CH:32][CH:31]=1.FC(F)(F)C([O-])=O>>[CH3:41][C:28]([NH:42][CH2:21][CH:20]([C:11]1[C:12]2[O:17][CH2:16][C:15](=[O:18])[NH:14][C:13]=2[CH:19]=[C:9]([OH:8])[CH:10]=1)[OH:26])([CH3:27])[CH2:29][C:30]1[CH:31]=[CH:32][C:33]([O:36][C:37]([F:38])([F:39])[F:40])=[CH:34][CH:35]=1. Reported procedure: The target compound is obtained by reacting 357 mg (1 mmol) 6-benzyloxy-8-(2-ethoxy-2-hydroxy-acetyl)-4H-benzo[1,4]oxazin-3-one with 233 mg (1 mmol) 1,1-dimethyl-2-(4-trifluoromethoxy-phenyl)-ethylamine using the method described for Example 2c). Beige solid. Yield: 279 mg (50%, trifluoroacetate); mass spectroscopy: [M+H]+=441. Reactants: CC(C)Cc1ccc(C(C)C(=O)O)cc1, Cc1ccc(CN)cc1. Reagents/catalysts: [B-](F)(F)(F)F.CN(C)C(=[N+](C)C)ON1C(=O)CCC1=O (TSTU), CCN(C(C)C)C(C)C (DIPEA). The solvent is CN(C)C=O (DMF), CN(C)C=O (DMF), CN(C)C=O (DMF), CN(C)C=O (DMF), CN(C)C=O (DMF), CN(C)C=O (DMF). Run at temperature 25 celsius, time 2 hour. Product: Cc1ccc(CNC(=O)C(C)c2ccc(CC(C)C)cc2)cc1. The yield is 44.9%. RXN SMILES: Cc1ccc(CN)cc1.CC(C)Cc1ccc(C(C)C(=O)O)cc1.[B-](F)(F)(F)F.CN(C)C(=[N+](C)C)ON1C(=O)CCC1=O.CCN(C(C)C)C(C)C.CN(C)C=O>>Cc1ccc(CNC(=O)C(C)c2ccc(CC(C)C)cc2)cc1. Reactants: COC(=O)n1cc2c(c1)-c1ccc(Cl)cc1C(c1ccccc1Cl)=NC2, [Cl-], O=C(OO)c1cccc(Cl)c1. Yields the product COC(=O)n1cc2c(c1)-c1ccc(Cl)cc1C(c1ccccc1Cl)=[N+]([O-])C2. RXN SMILES: [CH3:1][O:2][C:3](=[O:4])[n:5]1[cH:6][c:7]2[c:13]([cH:14]1)-[c:12]1[c:11]([cH:18][c:17]([Cl:19])[cH:16][cH:15]1)[C:10]([c:20]1[c:21]([Cl:26])[cH:22][cH:23][cH:24][cH:25]1)=[N:9][CH2:8]2.[Cl-:38].[Cl:27][c:28]1[cH:29][cH:30][cH:31][c:32]([C:33]([O:34][OH:36])=[O:35])[cH:37]1>>[CH3:1][O:2][C:3](=[O:4])[n:5]1[cH:6][c:7]2[c:13]([cH:14]1)-[c:12]1[c:11]([cH:18][c:17]([Cl:19])[cH:16][cH:15]1)[C:10]([c:20]1[c:21]([Cl:26])[cH:22][cH:23][cH:24][cH:25]1)=[N+:9]([O-:35])[CH2:8]2. Reactants: OCc1cnc(Cc2ccccc2)s1, ClCCl, CC1(C)C(C=C2CCSC2=O)C1C(=O)O, CN(C)c1ccncc1, C(=NC1CCCCC1)=NC1CCCCC1. Yields the product CC1(C)C(C=C2CCSC2=O)C1C(=O)OCc1cnc(Cc2ccccc2)s1. As a reaction SMILES: [CH2:31]([c:32]1[cH:33][cH:34][cH:35][cH:36][cH:37]1)[c:38]1[s:39][c:40]([CH2:43][OH:44])[cH:41][n:42]1.[CH2:54]([Cl:55])[Cl:56].[CH3:16][C:17]1([CH3:30])[CH:18]([C:27](=[O:28])[OH:29])[CH:19]1[CH:20]=[C:21]1[C:22](=[O:26])[S:23][CH2:24][CH2:25]1.[CH3:45][N:46]([CH3:47])[c:48]1[cH:49][cH:50][n:51][cH:52][cH:53]1.[CH:1]1([N:2]=[C:3]=[N:4][CH:5]2[CH2:6][CH2:7][CH2:8][CH2:9][CH2:10]2)[CH2:11][CH2:12][CH2:13][CH2:14][CH2:15]1>>[CH3:16][C:17]1([CH3:30])[CH:18]([C:27](=[O:28])[O:29][CH2:43][c:40]2[s:39][c:38]([CH2:31][c:32]3[cH:33][cH:34][cH:35][cH:36][cH:37]3)[n:42][cH:41]2)[CH:19]1[CH:20]=[C:21]1[C:22](=[O:26])[S:23][CH2:24][CH2:25]1. RXN SMILES: [CH3:1][N:2]([CH3:12])[C:3]1[CH:8]=[CH:7][C:6]([N:9]=[C:10]=[S:11])=[CH:5][CH:4]=1.[CH3:13][CH:14]([C:16]1[CH:21]=[CH:20][CH:19]=[C:18]([CH:22]([CH3:24])[CH3:23])[C:17]=1[NH:25][C:26](=[O:42])[CH2:27][NH:28][CH:29]([C:36]1[CH:41]=[CH:40][CH:39]=[CH:38][CH:37]=1)[C:30]1[CH:35]=[CH:34][CH:33]=[CH:32][CH:31]=1)[CH3:15].CC(C1C=CC=C(C(C)C)C=1NC(=O)CNCC(C1C=CC=CC=1)C1C=CC=CC=1)C>>[CH3:15][CH:14]([C:16]1[CH:21]=[CH:20][CH:19]=[C:18]([CH:22]([CH3:23])[CH3:24])[C:17]=1[NH:25][C:26](=[O:42])[CH2:27][N:28]([C:10]([NH:9][C:6]1[CH:7]=[CH:8][C:3]([N:2]([CH3:12])[CH3:1])=[CH:4][CH:5]=1)=[S:11])[CH:29]([C:36]1[CH:37]=[CH:38][CH:39]=[CH:40][CH:41]=1)[C:30]1[CH:31]=[CH:32][CH:33]=[CH:34][CH:35]=1)[CH3:13]. Procedure details: When in the procedure of Example 80 an appropriate amount of 4-dimethylaminophenylisothiocyanate was substituted for ethyl isocyanato acetate and an appropriate amount of the product of Example 4 was substituted for the product of Example 70 and the general procedure of Example 80 was followed the title compound was obtained. Total yield, 0.38 g (33%). Product: CC(C)C1=C(C(=CC=C1)C(C)C)NC(CN(C(C1=CC=CC=C1)C1=CC=CC=C1)C(=S)NC1=CC=C(C=C1)N(C)C)=O (N-[2,6-bis(1-Methylethyl)phenyl]-2-[[[[4-(dimethylamino)phenyl]amino]thioxomethy](diphenylmethyl)amino]acetamide). The reactants are CN(C1=CC=C(C=C1)N=C=S)C (4-dimethylaminophenylisothiocyanate), CC(C)C1=C(C(=CC=C1)C(C)C)NC(CNCC(C1=CC=CC=C1)C1=CC=CC=C1)=O (N-[2,6-bis(1-Methylethyl)phenyl]-2-[(2,2-diphenylethyl)amino]acetamide), ethyl isocyanato acetate, CC(C)C1=C(C(=CC=C1)C(C)C)NC(CNC(C1=CC=CC=C1)C1=CC=CC=C1)=O (N-[2,6-bis(1-Methylethyl)phenyl]-2-[(diphenylmethyl)amino]acetamide).